Task: describe an organic reaction: reactants, conditions, products, and yield. Dataset: the Open Reaction Database (ORD), a public repository of structured organic reaction records The reactants are NC(=O)C=1SC(=CC1)C=O (2-aminocarbonylthiophen-5-carboxaldehyde), FC(C=1C=C(CS(=O)(=O)CC#N)C=CC1)(F)F (3-trifluoromethylbenzylsulfonylacetonitrile). The product is NC(=O)C=1SC(=CC1)/C=C(\C#N)/S(=O)(=O)CC1=CC(=CC=C1)C(F)(F)F ((E)-3-(2-aminocarbonylthien-5-yl)-2-[3-(trifluoromethyl)benzylsulfonyl]acrylonitrile). Reaction SMILES: [NH2:1][C:2]([C:4]1[S:5][C:6]([CH:9]=O)=[CH:7][CH:8]=1)=[O:3].[F:11][C:12]([F:27])([F:26])[C:13]1[CH:14]=[C:15]([CH:23]=[CH:24][CH:25]=1)[CH2:16][S:17]([CH2:20][C:21]#[N:22])(=[O:19])=[O:18]>>[NH2:1][C:2]([C:4]1[S:5][C:6](/[CH:9]=[C:20](/[S:17]([CH2:16][C:15]2[CH:23]=[CH:24][CH:25]=[C:13]([C:12]([F:27])([F:11])[F:26])[CH:14]=2)(=[O:19])=[O:18])\[C:21]#[N:22])=[CH:7][CH:8]=1)=[O:3]. Procedure details: Reaction of 2-aminocarbonylthiophen-5-carboxaldehyde and 3-trifluoromethylbenzylsulfonylacetonitrile as in Example 1 gave (E)-3-(2-aminocarbonylthien-5-yl)-2-[3-(trifluoromethyl)benzylsulfonyl]acrylonitrile Starting materials: NC1=C(C(=O)N)C=C(C=C1)Cl (2-Amino-5-chlorobenzamide), [OH-].[Na+] (NaOH), C1CCOC1 (THF), C(CCC)(=O)Cl (butyryl chloride), acid chloride. Run in C(C)(=O)OCC (ethyl acetate). Reaction conditions: temperature 0 celsius, time 4 day. Yields the product C(CCC)(=O)NC1=C(C(=O)N)C=C(C=C1)Cl (2-Butyrylamino-5-chloro-benzamide). As a reaction SMILES: [NH2:1][C:2]1[CH:10]=[CH:9][C:8]([Cl:11])=[CH:7][C:3]=1[C:4]([NH2:6])=[O:5].[OH-].[Na+].[CH2:14]1[CH2:18][O:17][CH2:16][CH2:15]1.C(Cl)(=O)CCC>C(OCC)(=O)C>[C:16]([NH:1][C:2]1[CH:10]=[CH:9][C:8]([Cl:11])=[CH:7][C:3]=1[C:4]([NH2:6])=[O:5])(=[O:17])[CH2:15][CH2:14][CH3:18] |f:1.2|. Procedure details: 2-Amino-5-chlorobenzamide (1.10 g, 6.5 mmol, 1 eq.), 1.000 N NaOH (6.50 mL, 6.5 mmol, 1 eq.) and THF (20 mL) were mixed and stirred at 0° C. To this mixture was added butyryl chloride dropwise (0.68 mL, 6.50 mmol, 1 eq.). More acid chloride and base were added to drive reaction to completion. The reaction was allowed to warm to rt. After 4 days the reaction was worked up by adding ethyl acetate, washing with 1 N HCl (3×), saturated sodium bicarbonate (1×), and brine (1×). The organic layer was d... Reactants: C1(=CC=CC=C1)N1N=C(C=C1O)C(F)(F)F (1-phenyl-3-trifluoromethyl-5-hydroxypyrazole), ClN1C(CCC1=O)=O (N-chlorosuccinimide). Solvent: C(=O)(C(F)(F)F)O.C(C)(=O)O (TFA acetic acid), C(C)(=O)O (acetic acid), ice water. Reaction conditions: time 16 hour. Product: C1(=CC=CC=C1)N1N=C(C(=C1)Cl)C(F)(F)F (1-phenyl-3-trifluoromethyl-4-chloropyrazole). Isolated yield 22.3%. As a reaction SMILES: [C:1]1([N:7]2[C:11](O)=[CH:10][C:9]([C:13]([F:16])([F:15])[F:14])=[N:8]2)[CH:6]=[CH:5][CH:4]=[CH:3][CH:2]=1.[Cl:17]N1C(=O)CCC1=O>C(O)(C(F)(F)F)=O.C(O)(=O)C.C(O)(=O)C>[C:1]1([N:7]2[CH:11]=[C:10]([Cl:17])[C:9]([C:13]([F:16])([F:15])[F:14])=[N:8]2)[CH:6]=[CH:5][CH:4]=[CH:3][CH:2]=1 |f:2.3|. Procedure details: A mixture of 2.28 g (10 mmol) of 1-phenyl-3-trifluoromethyl-5-hydroxypyrazole and 1.6 g (12 mmol) of N-chlorosuccinimide in 8 ml of 20% TFA/acetic acid and 32 mL of acetic acid was stirred at room temperature for 16 hours and diluted with ice/water with cooling. The white precipitate was filtered and purified by column chromatography (silica gel; 20-33% ethyl acetate/hexane) to afford 550 mg (21%) of 1-phenyl-3-trifluoromethyl-4-chloropyrazole as a solid. Reactants: CC(=O)O, CC(C)CCN, N#Cc1ccc(Oc2ccc(C=O)c3ccccc23)c(Cl)c1, ClCCl. The product is CC(C)CCNCc1ccc(Oc2ccc(C#N)cc2Cl)c2ccccc12. Reaction SMILES: [CH3:23][C:24](=[O:25])[OH:26].[CH3:27][CH:28]([CH2:29][CH2:30][NH2:31])[CH3:32].[Cl:1][c:2]1[cH:3][c:4]([C:5]#[N:6])[cH:7][cH:8][c:9]1[O:10][c:11]1[cH:12][cH:13][c:14]([CH:21]=[O:22])[c:15]2[cH:16][cH:17][cH:18][cH:19][c:20]12.[Cl:33][CH2:34][Cl:35]>>[Cl:1][c:2]1[cH:3][c:4]([C:5]#[N:6])[cH:7][cH:8][c:9]1[O:10][c:11]1[cH:12][cH:13][c:14]([CH2:21][NH:31][CH2:30][CH2:29][CH:28]([CH3:27])[CH3:32])[c:15]2[cH:16][cH:17][cH:18][cH:19][c:20]12. Starting materials: CN1CCC2(CC1)C(NC1=NC=C(C=C1C2)/C=C/C(=O)OCC)=O ((E)-ethyl 3-(1′-methyl-2-oxo-2,4-dihydro-1H-spiro[[1,8]naphthyridine-3,4′-piperidine]-6-yl)acrylate), [OH-].[Na+] (sodium hydroxide), C(Cl)Cl.CO (DCM MeOH). Solvent: C(Cl)Cl (DCM), CCO (EtOH). Reaction conditions: time 8 hour. Product: Cl.CN1CCC2(CC1)C(NC1=NC=C(C=C1C2)/C=C/C(=O)O)=O ((E)-3-(1′-Methyl-2-oxo-2,4-dihydro-1H-spiro[[1,8]naphthyridine-3,4′-piperidine]-6-yl)acrylic acid hydrochloride). The yield is 48.0%. As a reaction SMILES: [CH3:1][N:2]1[CH2:7][CH2:6][C:5]2([CH2:16][C:15]3[C:10](=[N:11][CH:12]=[C:13](/[CH:17]=[CH:18]/[C:19]([O:21]CC)=[O:20])[CH:14]=3)[NH:9][C:8]2=[O:24])[CH2:4][CH2:3]1.[OH-].[Na+].C(Cl)[Cl:28].CO>C(Cl)Cl.CCO>[ClH:28].[CH3:1][N:2]1[CH2:3][CH2:4][C:5]2([CH2:16][C:15]3[C:10](=[N:11][CH:12]=[C:13](/[CH:17]=[CH:18]/[C:19]([OH:21])=[O:20])[CH:14]=3)[NH:9][C:8]2=[O:24])[CH2:6][CH2:7]1 |f:1.2,3.4,7.8|. Procedure details: To a solution of (E)-ethyl 3-(1′-methyl-2-oxo-2,4-dihydro-1H-spiro[[1,8]naphthyridine-3,4′-piperidine]-6-yl)acrylate (95 mg, 0.288 mmol) in DCM (2 mL) and EtOH (2 mL) was added 1N aqueous sodium hydroxide (1 mL, 1.000 mmol) and the reaction was stirred at rt overnight, after which TLC (DCM/MeOH, 9:1) showed full conversion. Next, the mixture was concentrated and the residue acidified with 1N HCl (5 mL) and stirred for 1 h. The resulting white solids were isolated by filtration, washed with H2O a... Starting materials: C=C(C)C (isobutene), C(CCCCC)O (1-hexanol), C1(=CC=CC2=CC=CC=C12)O (1-naphthol), tin oxide silicon dioxide methylsilicon sesquioxide, N#N (N2). Product: C(C)(C)(C)OC1=CC=CC2=CC=CC=C12 (1-naphthyl tert-butyl ether). RXN SMILES: [CH2:1]=[C:2]([CH3:4])[CH3:3].C(O)CCCCC.[C:12]1([OH:22])[C:21]2[C:16](=[CH:17][CH:18]=[CH:19][CH:20]=2)[CH:15]=[CH:14][CH:13]=1.N#N>>[C:2]([O:22][C:12]1[C:21]2[C:16](=[CH:17][CH:18]=[CH:19][CH:20]=2)[CH:15]=[CH:14][CH:13]=1)([CH3:4])([CH3:3])[CH3:1]. Procedure details: In a 200 ml autoclave, 300 mmol of isobutene, 50 mmol of 1-hexanol, 50 mmol of 1-naphthol and 300 mg of tin oxide/silicon dioxide/methylsilicon sesquioxide glass of composition 3 SnO2 : 97 SiO2 : 0 MeSiO1.5 were stirred at a pressure of 40 bar N2 and at a temperature of 140° C. for 16 h. Analysis of the product mixture by gas chromatography gave a yield of 1-naphthyl tert-butyl ether of 39.5% (based on 1-naphthol) as compared to a yield of 1-hexyl tert-butyl ether of 63.6% (based on 1-hexanol). ... Procedure details: Magnesium (0.29 g, 12 g atom) in THF (60 mL) was treated with (2-bromoethyl)-benzene (1.64 mL) and reacted for 18 hours. The suspension was treated with solid 7-Methyl-imidazo [2,1-b]benzothiazole-3-carboxaldehyde (Formula K-3) (0.65 g) and reacted for 2 hours. The reaction mixture was decanted into cold 5% ammonium chloride solution and precipitated 7-Methyl-α-(2-phenylethyl)imidazo[2,1-b]benzothiazole-3-methanol (Formula K-4) (0.96 g) was filtered. An aliquot was crystallized from methylene ch... Solvent: C1CCOC1 (THF). Reactants: [Mg] (Magnesium), BrCCC1=CC=CC=C1 ((2-bromoethyl)-benzene), CC1=CC2=C(N3C(S2)=NC=C3C=O)C=C1 (7-Methyl-imidazo [2,1-b]benzothiazole-3-carboxaldehyde). Product: CC1=CC2=C(N3C(S2)=NC=C3C(O)CCC3=CC=CC=C3)C=C1 (7-Methyl-α-(2-phenylethyl) imidazo[2,1-b]benzothiazole-3-methanol). Reaction SMILES: [Mg].Br[CH2:3][CH2:4][C:5]1[CH:10]=[CH:9][CH:8]=[CH:7][CH:6]=1.[CH3:11][C:12]1[CH:25]=[CH:24][C:15]2[N:16]3[C:21]([CH:22]=[O:23])=[CH:20][N:19]=[C:17]3[S:18][C:14]=2[CH:13]=1>C1COCC1>[CH3:11][C:12]1[CH:25]=[CH:24][C:15]2[N:16]3[C:21]([CH:22]([CH2:3][CH2:4][C:5]4[CH:10]=[CH:9][CH:8]=[CH:7][CH:6]=4)[OH:23])=[CH:20][N:19]=[C:17]3[S:18][C:14]=2[CH:13]=1. The reactants are [H-].[Na+] (sodium hydride), C(C)(C)(C)OC(=O)N1[C@H](CCC1)COC1=CC=C(C=C1)C(C(=O)OCC)C(=O)OCC (ethyl 2-[4-[((2R)-1-tert-butoxycarbonyl-2-pyrrolidinyl)methoxy]phenyl]-2-ethoxycarbonylacetate), BrCC1=CC2=C(S1)C=CC(=C2)C#N (2-bromomethylbenzo[b]-thiophene-5-carbonitrile). Run in O1CCCC1 (tetrahydrofuran), O1CCCC1 (tetrahydrofuran). Conditions: time 30 minute. Yields the product C(C)(C)(C)OC(=O)N1[C@H](CCC1)COC1=CC=C(C=C1)C(C(=O)OCC)(CC1=CC2=C(S1)C=CC(=C2)C#N)C(=O)OCC (ethyl 2-[4-[((2R)-1-tert-butoxycarbonyl-2-pyrrolidinyl)methoxy]phenyl]-3-(5-cyanobenzo[b]thien-2-yl)-2-ethoxycarbonylpropionate). Isolated yield 85.9%. RXN SMILES: [C:1]([O:5][C:6]([N:8]1[CH2:12][CH2:11][CH2:10][C@@H:9]1[CH2:13][O:14][C:15]1[CH:20]=[CH:19][C:18]([CH:21]([C:27]([O:29][CH2:30][CH3:31])=[O:28])[C:22]([O:24][CH2:25][CH3:26])=[O:23])=[CH:17][CH:16]=1)=[O:7])([CH3:4])([CH3:3])[CH3:2].[H-].[Na+].Br[CH2:35][C:36]1[S:40][C:39]2[CH:41]=[CH:42][C:43]([C:45]#[N:46])=[CH:44][C:38]=2[CH:37]=1>O1CCCC1>[C:1]([O:5][C:6]([N:8]1[CH2:12][CH2:11][CH2:10][C@@H:9]1[CH2:13][O:14][C:15]1[CH:16]=[CH:17][C:18]([C:21]([C:22]([O:24][CH2:25][CH3:26])=[O:23])([CH2:35][C:36]2[S:40][C:39]3[CH:41]=[CH:42][C:43]([C:45]#[N:46])=[CH:44][C:38]=3[CH:37]=2)[C:27]([O:29][CH2:30][CH3:31])=[O:28])=[CH:19][CH:20]=1)=[O:7])([CH3:4])([CH3:2])[CH3:3] |f:1.2|. Procedure details: 4.1 g of ethyl 2-[4-[((2R)-1-tert-butoxycarbonyl-2-pyrrolidinyl)methoxy]phenyl]-2-ethoxycarbonylacetate was dissolved in 100 ml of tetrahydrofuran. At room temperature, the thus prepared solution was mixed with 0.38 g of 60% sodium hydride and stirred for 30 minutes. With stirring at room temperature, to the resulting reaction solution was added dropwise 10 ml of a tetrahydrofuran solution containing 2.1 g of 2-bromomethylbenzo[b]-thiophene-5-carbonitrile. After concentrating the reaction soluti... Starting materials: C(C1=CC=CC=C1)OC1=CC=C(C=C1)Br (4-benzyloxybromobenzene), FC(OC1=CC=C(C=C1)B(O)O)(F)F (4-(trifluoromethoxy)benzeneboronic acid), C([O-])([O-])=O.[Na+].[Na+] (sodium carbonate), COCCOC (ethylene glycol dimethyl ether). The reagents and catalysts are C=1C=CC(=CC1)[P](C=2C=CC=CC2)(C=3C=CC=CC3)[Pd]([P](C=4C=CC=CC4)(C=5C=CC=CC5)C=6C=CC=CC6)([P](C=7C=CC=CC7)(C=8C=CC=CC8)C=9C=CC=CC9)[P](C=1C=CC=CC1)(C=1C=CC=CC1)C=1C=CC=CC1 (tetrakis(triphenylphosphine)palladium(0)). Run in O (water). Yields the product C(C1=CC=CC=C1)OC1=CC=C(C=C1)C1=CC=C(C=C1)OC(F)(F)F (4-benzyloxy-4′-(trifluoromethoxy)biphenyl). Yield: 35.9%. As a reaction SMILES: [CH2:1]([O:8][C:9]1[CH:14]=[CH:13][C:12](Br)=[CH:11][CH:10]=1)[C:2]1[CH:7]=[CH:6][CH:5]=[CH:4][CH:3]=1.[F:16][C:17]([F:29])([F:28])[O:18][C:19]1[CH:24]=[CH:23][C:22](B(O)O)=[CH:21][CH:20]=1.C(=O)([O-])[O-].[Na+].[Na+].COCCOC>C1C=CC([P]([Pd]([P](C2C=CC=CC=2)(C2C=CC=CC=2)C2C=CC=CC=2)([P](C2C=CC=CC=2)(C2C=CC=CC=2)C2C=CC=CC=2)[P](C2C=CC=CC=2)(C2C=CC=CC=2)C2C=CC=CC=2)(C2C=CC=CC=2)C2C=CC=CC=2)=CC=1.O>[CH2:1]([O:8][C:9]1[CH:14]=[CH:13][C:12]([C:22]2[CH:21]=[CH:20][C:19]([O:18][C:17]([F:16])([F:28])[F:29])=[CH:24][CH:23]=2)=[CH:11][CH:10]=1)[C:2]1[CH:7]=[CH:6][CH:5]=[CH:4][CH:3]=1 |f:2.3.4,^1:45,47,66,85|. Procedure details: A reaction mixture comprising 6.7 g of 4-benzyloxybromobenzene, 5.0 g of 4-(trifluoromethoxy)benzeneboronic acid, 0.3 g of tetrakis(triphenylphosphine)palladium(0), 5.1 g of sodium carbonate, 100 ml of ethylene glycol dimethyl ether and 20 ml of pure water was refluxed for 5 hours. The reaction mixture was extracted with toluene, and the organic layer was dried with anhydrous magnesium sulfate. The solvent was evaporated away, and the resulting residue was purified through silica gel chromatogra...